Dataset: the Open Reaction Database (ORD), a public repository of structured organic reaction records. Task: describe an organic reaction: reactants, conditions, products, and yield Starting materials: COC(=O)C(CC=C(C)C)N(C)C(=O)OC(C)(C)C, CO. Product: COC(=O)C(CCC(C)C)N(C)C(=O)OC(C)(C)C. RXN SMILES: [CH3:1][O:2][C:3]([CH:4]([N:5]([CH3:6])[C:7](=[O:8])[O:9][C:10]([CH3:11])([CH3:12])[CH3:13])[CH2:14][CH:15]=[C:16]([CH3:17])[CH3:18])=[O:19].[CH3:20][OH:21]>>[CH3:1][O:2][C:3]([CH:4]([N:5]([CH3:6])[C:7](=[O:8])[O:9][C:10]([CH3:11])([CH3:12])[CH3:13])[CH2:14][CH2:15][CH:16]([CH3:17])[CH3:18])=[O:19]. Reactants: C(C)(C)(C)OC(=O)CCC1=C(C=C(C(=O)O)C=C1C)CC (4-(2-tert-butoxycarbonyl-ethyl)-3-ethyl-5-methyl-benzoic acid), N (ammonia), C=1C=CC2=C(C1)N=NN2O (HOBT), CCN=C=NCCCN(C)C.Cl (EDC HCl). The solvent is C(C)(C)O (isopropanol), C(Cl)Cl (DCM). Conditions: time 1 hour. Yields the product C(C)(C)(C)OC(CCC1=C(C=C(C=C1C)C(N)=O)CC)=O (3-(4-carbamoyl-2-ethyl-6-methyl-phenyl)-propionic acid tert-butyl ester). The yield is 89.0%. As a reaction SMILES: [C:1]([O:5][C:6]([CH2:8][CH2:9][C:10]1[C:18]([CH3:19])=[CH:17][C:13]([C:14](O)=[O:15])=[CH:12][C:11]=1[CH2:20][CH3:21])=[O:7])([CH3:4])([CH3:3])[CH3:2].C1C=CC2N(O)N=[N:28]C=2C=1.CCN=C=NCCCN(C)C.Cl.N>C(O)(C)C.C(Cl)Cl>[C:1]([O:5][C:6](=[O:7])[CH2:8][CH2:9][C:10]1[C:18]([CH3:19])=[CH:17][C:13]([C:14](=[O:15])[NH2:28])=[CH:12][C:11]=1[CH2:20][CH3:21])([CH3:4])([CH3:3])[CH3:2] |f:2.3|. Procedure: To a solution of 4-(2-tert-butoxycarbonyl-ethyl)-3-ethyl-5-methyl-benzoic acid (36.0 g, 123 mmol) in isopropanol (400 mL), HOBT (18.3 g, 135 mmol) followed by EDC HCl (27.1 g, 142 mmol) is added. The mixture is stirred at rt for 1 h before aq. ammonia (69 mL of 25% solution) is added. Stirring is continued for 1 h before the mixture is diluted with DCM (500 mL) and washed with half sat. aq. NaHCO3 solution (3×400 mL), followed by water (400 mL). The org. extract is dried over MgSO4, filtered and... The reactants are N(=[N+]=[N-])CC=1C=C(C2=C(OC(O2)(C)C)C1)OCC1=CC=CC=C1 (6-azidomethyl-4-benzyloxy-2,2-dimethyl-benzo[1,3]dioxole), Cl (hydrochloric acid). Reagents/catalysts: [Pd] (Pd/C). Solvent: C(C)O (ethanol). Reaction conditions: time 18 hour. The product is Cl.C(C1=CC=CC=C1)OC1=CC(=CC2=C1OC(O2)(C)C)CN (C-(7-benzyloxy-2,2-dimethyl-benzo[1,3]dioxol-5-yl)-methylamine hydrochloride). As a reaction SMILES: [N:1]([CH2:4][C:5]1[CH:6]=[C:7]([O:16][CH2:17][C:18]2[CH:23]=[CH:22][CH:21]=[CH:20][CH:19]=2)[C:8]2[O:12][C:11]([CH3:14])([CH3:13])[O:10][C:9]=2[CH:15]=1)=[N+]=[N-].[ClH:24]>C(O)C.[Pd]>[ClH:24].[CH2:17]([O:16][C:7]1[C:8]2[O:12][C:11]([CH3:13])([CH3:14])[O:10][C:9]=2[CH:15]=[C:5]([CH2:4][NH2:1])[CH:6]=1)[C:18]1[CH:23]=[CH:22][CH:21]=[CH:20][CH:19]=1 |f:4.5|. Procedure: A solution of 6-azidomethyl-4-benzyloxy-2,2-dimethyl-benzo[1,3]dioxole (2.0 mmol maximum) in ethanol (20 mL) and 6 M aqueous hydrochloric acid (2 mL) is hydrogenated at 50 psi over 5% Pd/C. After 18 hours, the reaction mixture is filtered through a Celite pad and concentrated under reduced pressure to give C-(7-benzyloxy-2,2-dimethyl-benzo[1,3]dioxol-5-yl)-methylamine hydrochloride. Reactants: O (water), COC=1C=C(C=O)C(=CC1OC)O (3,4-dimethoxy-6-hydroxybenzaldehyde), CN(S(=O)(=O)Cl)C (N,N-dimethylsulphamoyl chloride), C([O-])([O-])=O.[K+].[K+] (potassium carbonate). Solvent: CN(C)C=O (DMF). Conditions: temperature 10 celsius, time 30 minute. Product: CN(S(OC1=C(C=C(C(=C1)OC)OC)C=O)(=O)=O)C (2-Formyl-4,5-dimethoxyphenyl dimethylsulphamate). The yield is 82.8%. Reaction SMILES: [CH3:1][O:2][C:3]1[CH:4]=[C:5]([C:8]([OH:13])=[CH:9][C:10]=1[O:11][CH3:12])[CH:6]=[O:7].C(=O)([O-])[O-].[K+].[K+].[CH3:20][N:21]([CH3:26])[S:22](Cl)(=[O:24])=[O:23].O>CN(C=O)C>[CH3:20][N:21]([CH3:26])[S:22](=[O:24])(=[O:23])[O:13][C:8]1[CH:9]=[C:10]([O:11][CH3:12])[C:3]([O:2][CH3:1])=[CH:4][C:5]=1[CH:6]=[O:7] |f:1.2.3|. Procedure: Dissolve 16.2 g (0.0889 mol) of 3,4-dimethoxy-6-hydroxybenzaldehyde in 80 ml of DMF. Cool to 10° C. and add in portions 24.6 g (0.178 mol) of potassium carbonate. Allow to return to ambient temperature and stir for 30 minutes. Cool to approximately 10° C. and pour in dropwise 10.1 ml (0.093 mol) of N,N-dimethylsulphamoyl chloride. Allow to return to ambient temperature and stir for 2 h. Pour the reaction mixture into 600 g of water and ice and stir for 1 h at ambient temperature. The precipitate... Reactants: C1(=CC=CC=C1)C(CCOC=1C=C(OCC(=O)OC)C=CC1)(C1=CC=CC=C1)C1=CC=CC=C1 (methyl 3-(3,3,3-triphenylpropoxy)phenoxyacetate). The solvent is CCOCC (ether). Product: C1(=CC=CC=C1)C(CCOC=1C=C(OCC(=O)O)C=CC1)(C1=CC=CC=C1)C1=CC=CC=C1 (3-(3,3,3-triphenylpropoxy)phenoxyacetic acid). The yield is 89.0%. As a reaction SMILES: [C:1]1([C:7]([C:29]2[CH:34]=[CH:33][CH:32]=[CH:31][CH:30]=2)([C:23]2[CH:28]=[CH:27][CH:26]=[CH:25][CH:24]=2)[CH2:8][CH2:9][O:10][C:11]2[CH:12]=[C:13]([CH:20]=[CH:21][CH:22]=2)[O:14][CH2:15][C:16]([O:18]C)=[O:17])[CH:6]=[CH:5][CH:4]=[CH:3][CH:2]=1>CCOCC>[C:29]1([C:7]([C:1]2[CH:6]=[CH:5][CH:4]=[CH:3][CH:2]=2)([C:23]2[CH:24]=[CH:25][CH:26]=[CH:27][CH:28]=2)[CH2:8][CH2:9][O:10][C:11]2[CH:12]=[C:13]([CH:20]=[CH:21][CH:22]=2)[O:14][CH2:15][C:16]([OH:18])=[O:17])[CH:30]=[CH:31][CH:32]=[CH:33][CH:34]=1. Procedure details: To 3,3,3-triphenylpropanol (2.00 g, 6.93 mmol), triphenylphosphine (6.93 mmol), and 3-(benzenesulfonyloxy)phenol (1.74 g, 6.93 mmol) in benzene (10 mL), was added DEAD (6.93 mmol) in benzene (10 mL). The reaction was heated at 60° C. for 16 hours. After cooling, the volatiles were evaporated and the residue chromatographed on a silica gel column using 1:1 dichloromethane/hexanes. Recrystallization from ether afforded 3-(3,3,3-triphenylpropoxy)phenyl benzenesulfonate as a white solid, mp=124°-125... Reactants: C(C)(=O)C1=C(OCC(COC2=CC=C(C=C2)Cl)O)C=CC=C1O (1-(2-acetyl-3-hydroxyphenoxy)-2-hydroxy-3-p-chlorophenoxypropane), C(C(=O)OCC)(=O)OCC (diethyl oxalate), alcohol. The solvent is CCOCC (ether). The product is C(=O)(O)C=1OC2=CC=CC(=C2C(C1)=O)OCC(COC1=CC=C(C=C1)Cl)O (1-(2-carboxychromon-5-yloxy)-2-hydroxy-3-p-chlorophenoxypropane). Reaction SMILES: [C:1]([C:4]1[C:22]([OH:23])=[CH:21][CH:20]=[CH:19][C:5]=1[O:6][CH2:7][CH:8]([OH:18])[CH2:9][O:10][C:11]1[CH:16]=[CH:15][C:14]([Cl:17])=[CH:13][CH:12]=1)(=[O:3])[CH3:2].[C:24](OCC)(=O)[C:25]([O:27]CC)=[O:26]>CCOCC>[C:25]([C:24]1[O:23][C:22]2[C:4]([C:1](=[O:3])[CH:2]=1)=[C:5]([O:6][CH2:7][CH:8]([OH:18])[CH2:9][O:10][C:11]1[CH:16]=[CH:15][C:14]([Cl:17])=[CH:13][CH:12]=1)[CH:19]=[CH:20][CH:21]=2)([OH:27])=[O:26]. Reported procedure: A mixture of 1-(2-acetyl-3-hydroxyphenoxy)-2-hydroxy-3-p-chlorophenoxypropane (13.5 g) and diethyl oxalate (15 ml) was added to a suspension of alcohol-free sodium ethoxide (prepared from sodium 3 g) in absolute ether (200 ml). The mixture was heated under reflux for 1.5 hours during which time a yellow solid separated. The reaction mixture was poured onto ice (100 g) and acidified with a solution of acetic acid (12 ml) in water (80 ml). The ether layer was separated and the aqueous layer extrac... Reactants: N(N)C1=CC=CC(=N1)C1=NC=CC=C1 (6'-hydrazino-2,2'-bipyridine), C(C)(OCC)([O-])[O-] (ethyl orthoacetate). The reagents and catalysts are C(C)(=O)O (acetic acid). The product is CC1=NN=C2N1C(=CC=C2)C2=NC=CC=C2 (3-Methyl-5-(2-pyridinyl)-1,2,4-triazolo[4,3-a]pyridine). RXN SMILES: [NH:1]([C:3]1[N:8]=[C:7]([C:9]2[CH:14]=[CH:13][CH:12]=[CH:11][N:10]=2)[CH:6]=[CH:5][CH:4]=1)[NH2:2].[C:15]([O-])([O-])(OCC)[CH3:16]>C(O)(=O)C>[CH3:15][C:16]1[N:8]2[C:7]([C:9]3[CH:14]=[CH:13][CH:12]=[CH:11][N:10]=3)=[CH:6][CH:5]=[CH:4][C:3]2=[N:1][N:2]=1. Procedure details: A mixture of 1.0 g of 6'-hydrazino-2,2'-bipyridine, 50 ml of ethyl orthoacetate and 5 drops of acetic acid was heated on a steam bath for 2.5 days. The volatiles were removed under vacuum and the residue crystallized from ether-hexane. These crystals were dissolved in dichloromethane and the solution passed through a short pad of hydrous magnesium silicate. Concentration of the filtrate gave 460 mg of the desired product as crystals, mp 168°-170° C. Starting materials: [O-]Cl.[Na+] (NaOCl), Na2HPO4, COC([C@]1(OC2=C(C=C1)C=C(C=C2)[N+](=O)[O-])C)OC ((2S)-2-dimethoxymethyl-2-methyl-6-nitro-2H-1-benzopyran). The reagents and catalysts are catalyst. Solvent: C(Cl)Cl (CH2Cl2). Run at time 8 hour. Yields the product COC([C@]1(OC2=C([C@@H]3[C@H]1O3)C=C(C=C2)[N+](=O)[O-])C)OC ((2S, 3R, 4R)-3,4-dihydro-2-dimethoxymethyl-3,4-epoxy-2-methyl-6-nitro-2H-1-benzopyran). Yield: 76.8%. As a reaction SMILES: [O-:1]Cl.[Na+].[CH3:4][O:5][CH:6]([O:21][CH3:22])[C@:7]1([CH3:20])[CH:12]=[CH:11][C:10]2[CH:13]=[C:14]([N+:17]([O-:19])=[O:18])[CH:15]=[CH:16][C:9]=2[O:8]1>C(Cl)Cl>[CH3:22][O:21][CH:6]([O:5][CH3:4])[C@:7]1([CH3:20])[C@@H:12]2[O:1][C@@H:11]2[C:10]2[CH:13]=[C:14]([N+:17]([O-:19])=[O:18])[CH:15]=[CH:16][C:9]=2[O:8]1 |f:0.1|. Reported procedure: To the pre-cooled solution of 0.55 M NaOCl (110 mL, 60.0 mmol) and 0.05 M Na2HPO4 (43 mL) at 0° C., was added (2S)-2-dimethoxymethyl-2-methyl-6-nitro-2H-1-benzopyran (4 g, 15 mmol) and (R,R) Jacobson's catalyst (477.5 mg, 0.75 mmol) in CH2Cl2 (20 mL). The reaction mixture was stirred at rt for 8 hr and then filtered through Celite to remove the jacobson's catalyst. The layer was separated and the organic layer was washed with brine, dried (Na2SO4), filtered, then concentrated under reduced press... Starting materials: ClC=1N=NC(=CC1)C1=CC=CC=C1 (3-Chloro-6-phenylpyridazine), NC1=CC=C(C=C1)S (4-aminothiophenol), C([O-])([O-])=O.[K+].[K+] (potassium carbonate). Solvent: C(C)O (ethanol). Product: NC1=CC=C(C=C1)SC=1N=NC(=CC1)C1=CC=CC=C1 (3-(4-aminophenylthio)-6-phenylpyridazine). Yield: 82.6%. As a reaction SMILES: Cl[C:2]1[N:3]=[N:4][C:5]([C:8]2[CH:13]=[CH:12][CH:11]=[CH:10][CH:9]=2)=[CH:6][CH:7]=1.[NH2:14][C:15]1[CH:20]=[CH:19][C:18]([SH:21])=[CH:17][CH:16]=1.C(=O)([O-])[O-].[K+].[K+]>C(O)C>[NH2:14][C:15]1[CH:20]=[CH:19][C:18]([S:21][C:2]2[N:3]=[N:4][C:5]([C:8]3[CH:13]=[CH:12][CH:11]=[CH:10][CH:9]=3)=[CH:6][CH:7]=2)=[CH:17][CH:16]=1 |f:2.3.4|. Reported procedure: 3-Chloro-6-phenylpyridazine (0.026 moles, 5.0 g), 4-aminothiophenol (0.026 moles, 3.3 g) and potassium carbonate (0.026 moles, 3.6 g) were stirred in 250 ml ethanol for 3 days. The reaction was filtered, concentrated, ethyl acetate added, washed with water and dried over sodium sulfate. The solution was concentrated and the product purified by HPLC over silica gel eluted with 50% ethyl acetate/hexane to yield 3-(4-aminophenylthio)-6-phenylpyridazine 6.0 g, 83%. Mass Spec (FD) 279. Calculated for... Reactants: C(C1=CC=CC=C1)C(C(=O)O)=C (α-Benzylacrylic acid), B(F)(F)F.CCOCC (BF3.Et2O), C(=O)(O)[O-].[Na+] (NaHCO3). The solvent is CO (methanol). Product: C(C1=CC=CC=C1)C(C(=O)OC)=C (Methyl α-Benzylacrylate). Isolated yield 95.0%. RXN SMILES: [CH2:1]([C:8](=[CH2:12])[C:9]([OH:11])=[O:10])[C:2]1[CH:7]=[CH:6][CH:5]=[CH:4][CH:3]=1.B(F)(F)F.[CH3:17]COCC.C([O-])(O)=O.[Na+]>CO>[CH2:1]([C:8](=[CH2:12])[C:9]([O:11][CH3:17])=[O:10])[C:2]1[CH:7]=[CH:6][CH:5]=[CH:4][CH:3]=1 |f:1.2,3.4|. Reported procedure: α-Benzylacrylic acid (1.00 g, 6.17 mmol) in methanol (20 ml) was treated with BF3.Et2O (2 ml). The mixture was heated to reflux for 14 h, cooled, and poured into saturated NaHCO3 solution. Extraction with ether followed by drying over Na2SO4 and evaporation afforded 1.03 g (95%) of a mobile oil. 1H NMR (CDCl3) δ7.17-7.35 (m,5H), 6.23 (m,1H), 5.47 (m,1H), 3.74 (s,3H), 3.63 (s,2H).